This data is from the Open Reaction Database (ORD), a public repository of structured organic reaction records. The task is: describe an organic reaction: reactants, conditions, products, and yield Reactants: C(=O)(OC(C)(C)C)N1C(CCCC1)=O (N-Boc-piperidinone), C1CCOC1 (THF), IC1=CC=C(C=C1)OCCCN1CC(CCC1)(C)C (1-{3-[(4-iodophenyl)oxy]propyl}-3,3-dimethylpiperidine), C1CCOC1 (THF), C(C)(C)[Mg]Cl (Isopropyl magnesium chloride), [Cl-].[NH4+] (ammonium chloride). Run in C(C)(=O)OCC (ethyl acetate). Reaction conditions: temperature 2.5 celsius, time 2.5 hour. Product: CC1(CN(CCC1)CCCOC1=CC=C(C=C1)C1(CCN(CC1)C(=O)OC(C)(C)C)O)C (1,1-Dimethylethyl 4-(4-{[3-(3,3-dimethyl-1-piperidinyl)propyl]oxy}phenyl)-4-hydroxy-1-piperidinecarboxylate). Reaction SMILES: I[C:2]1[CH:7]=[CH:6][C:5]([O:8][CH2:9][CH2:10][CH2:11][N:12]2[CH2:17][CH2:16][CH2:15][C:14]([CH3:19])([CH3:18])[CH2:13]2)=[CH:4][CH:3]=1.C([Mg]Cl)(C)C.[C:25]([N:32]1[CH2:37][CH2:36][CH2:35][CH2:34][C:33]1=O)([O:27][C:28]([CH3:31])([CH3:30])[CH3:29])=[O:26].[Cl-].[NH4+].C1C[O:44]CC1>C(OCC)(=O)C>[CH3:18][C:14]1([CH3:19])[CH2:15][CH2:16][CH2:17][N:12]([CH2:11][CH2:10][CH2:9][O:8][C:5]2[CH:6]=[CH:7][C:2]([C:35]3([OH:44])[CH2:36][CH2:37][N:32]([C:25]([O:27][C:28]([CH3:31])([CH3:30])[CH3:29])=[O:26])[CH2:33][CH2:34]3)=[CH:3][CH:4]=2)[CH2:13]1 |f:3.4|. Procedure: A solution of 1-{3-[(4-iodophenyl)oxy]propyl}-3,3-dimethylpiperidine (25 g) in THF (125 ml) is stirred for about 15 min, then cooled to 0-5° C. Isopropyl magnesium chloride solution (70.5 ml, 1.9M) is added at 0-5° C. over about 40 min, then the mixture is stirred at 0-5° C. for 2-3 h. The mixture is then cooled to −78 to −80° C. and a precooled solution (−20 to −30° C.) of N-Boc-piperidinone (16 g) in THF (125 ml) is added over about 1-2 h and the reaction mixture is stirred for about 1.5 h at ... The reactants are OC1=CC=C(C(=O)O)C=C1 (4-hydroxybenzoic acid), C(C1=CC=CC=C1)Cl (benzyl chloride). Run in C(C)O (ethanol), [OH-].[Na+] (sodium hydroxide), [OH-].[Na+] (sodium hydroxide). The product is C(=O)(O)C1=CC=C(OCC2=CC=CC=C2)C=C1 (4 - Carboxyphenoxy - phenyl methane). As a reaction SMILES: [OH:1][C:2]1[CH:10]=[CH:9][C:5]([C:6]([OH:8])=[O:7])=[CH:4][CH:3]=1.[CH2:11](Cl)[C:12]1[CH:17]=[CH:16][CH:15]=[CH:14][CH:13]=1>C(O)C.[OH-].[Na+]>[C:6]([C:5]1[CH:9]=[CH:10][C:2]([O:1][CH2:11][C:12]2[CH:17]=[CH:16][CH:15]=[CH:14][CH:13]=2)=[CH:3][CH:4]=1)([OH:8])=[O:7] |f:3.4|. Reported procedure: 138 g. (1 mole) of 4-hydroxybenzoic acid was dissolved in 1 liter of 95% ethanol and 500 ml of 2N sodium hydroxide solution. To this solution was added 346 ml. (3 mole) of benzyl chloride and the mixture was boiled under reflux. 1 liter of 5N sodium hydroxide was added dropwise over a period of 2 hours and the mixture heated a further hour with stirring. The solvent was distilled to half its volume, 2 liters of water added, the warm aqueous solution acidified with hydrochloric acid and the preci... The reactants are NC=1C(=NC=CC1)[N+](=O)[O-] (aminonitropyridine), NC=1C=NC=CC1[N+](=O)[O-] (3-amino4-nitropyridine), C(C=C)#N (acrylonitrile), O1CCOCC1 (dioxane). The product is [OH-].C(C1=CC=CC=C1)[N+](CC)(CC)CC (N-benzyltriethylammonium hydroxide), nitrile. RXN SMILES: N[C:2]1[C:3]([N+]([O-])=[O:9])=[N:4][CH:5]=[CH:6][CH:7]=1.N[C:12]1C=N[CH:15]=[CH:16][C:17]=1[N+]([O-])=O.C(#N)[CH:22]=[CH2:23].O1CCO[CH2:27][CH2:26]1>>[OH-:9].[CH2:5]([N+:4]([CH2:22][CH3:23])([CH2:26][CH3:27])[CH2:3][CH3:2])[C:6]1[CH:7]=[CH:12][CH:17]=[CH:16][CH:15]=1 |f:4.5|. Reported procedure: An aminonitropyridine derivative II, such as 3-amino4-nitropyridine, may be treated with a mixture of acrylonitrile and a suitable base such as Triton B (N-benzyltriethylammonium hydroxide) in an appropriate solvent such as dioxane at room temperature for 1-4 days to give the illustrated nitrile derivative III. Treatment of derivative III with a suitable reduction catalyst such as Pd/C in an appropriate solvent such as ethyl acetate under hydrogen atmosphere of about 50-60 psig for about 3-12 h ... Product: NC1=CC=C(C2=CC=CC=C12)OC (1-amino-4-methoxynaphthalene). Procedure: 5-amino-6-methoxyquinoxaline (Compound 18), SnCl2 being replaced by TiCl3 RXN SMILES: N[C:2]1[C:11]([O:12][CH3:13])=[CH:10][CH:9]=[C:8]2[C:3]=1N=CC=[N:7]2.Cl[Sn]Cl>>[NH2:7][C:8]1[C:3]2[C:2](=[CH:11][CH:2]=[CH:3][CH:8]=2)[C:11]([O:12][CH3:13])=[CH:10][CH:9]=1. Starting materials: NC1=C2N=CC=NC2=CC=C1OC (5-amino-6-methoxyquinoxaline), TiCl3, NC1=C2N=CC=NC2=CC=C1OC (5-amino-6-methoxyquinoxaline), Cl[Sn]Cl (SnCl2). Reactants: CN=C=O, Cl, NCCS, [Na+], [OH-], O=Cc1ccc(O)cc1. Yields the product CNC(=O)N1CCSC1c1ccc(O)cc1. RXN SMILES: [CH3:17][N:18]=[C:19]=[O:20].[ClH:1].[NH2:2][CH2:3][CH2:4][SH:5].[Na+:7].[OH-:6].[OH:8][c:9]1[cH:10][cH:11][c:12]([CH:13]=[O:14])[cH:15][cH:16]1>>[N:2]1([C:19]([NH:18][CH3:17])=[O:20])[CH2:3][CH2:4][S:5][CH:13]1[c:12]1[cH:11][cH:10][c:9]([OH:8])[cH:16][cH:15]1.